This data is from the Open Reaction Database (ORD), a public repository of structured organic reaction records. The task is: describe an organic reaction: reactants, conditions, products, and yield Reactants: C1CCNC1, COB(OC)OC, CC#N, COc1c(F)c(F)cc2c(=O)c(C(=O)O)cn(C3CC3)c12. Yields the product COc1c(N2CCCC2)c(F)cc2c(=O)c(C(=O)O)cn(C3CC3)c12. As a reaction SMILES: [CH2:22]1[CH2:23][CH2:24][NH:25][CH2:26]1.[CH3:27][O:28][B:29]([O:30][CH3:31])[O:32][CH3:33].[CH3:34][C:35]#[N:36].[CH:1]1([n:4]2[cH:5][c:6]([C:19](=[O:20])[OH:21])[c:7](=[O:18])[c:8]3[cH:9][c:10]([F:17])[c:11]([F:16])[c:12]([O:14][CH3:15])[c:13]23)[CH2:2][CH2:3]1>>[CH:1]1([n:4]2[cH:5][c:6]([C:19](=[O:20])[OH:21])[c:7](=[O:18])[c:8]3[cH:9][c:10]([F:17])[c:11]([N:25]4[CH2:24][CH2:23][CH2:22][CH2:26]4)[c:12]([O:14][CH3:15])[c:13]23)[CH2:2][CH2:3]1. Reactants: CC1(OC(C(O1)C=1C=CC(=NC1)C(=O)N)C)C (5-(2,2,5-trimethyl-1,3-dioxolan-4-yl)-2-pyridinecarboxamide), N1=CC=CC=C1 (pyridine), FC(C(=O)OC(C(F)(F)F)=O)(F)F (trifluoroacetic anhydride). The solvent is O1CCOCC1 (1,4-dioxane), C(C)(=O)OCC (ethyl acetate). Run at time 1 hour. Product: CC1(OC(C(O1)C=1C=CC(=NC1)C#N)C)C (5-(2,2,5-trimethyl-1,3-dioxolan-4-yl)-2-pyridinecarbonitrile). Yield: 63.9%. Reaction SMILES: [CH3:1][C:2]1([CH3:17])[O:6][CH:5]([C:7]2[CH:8]=[CH:9][C:10]([C:13]([NH2:15])=O)=[N:11][CH:12]=2)[CH:4]([CH3:16])[O:3]1.N1C=CC=CC=1.FC(F)(F)C(OC(=O)C(F)(F)F)=O>O1CCOCC1.C(OCC)(=O)C>[CH3:1][C:2]1([CH3:17])[O:6][CH:5]([C:7]2[CH:8]=[CH:9][C:10]([C:13]#[N:15])=[N:11][CH:12]=2)[CH:4]([CH3:16])[O:3]1. Procedure details: To a stirred solution of 5-(2,2,5-trimethyl-1,3-dioxolan-4-yl)-2-pyridinecarboxamide (16.4 mg, 0.0695 mmol) in 1,4-dioxane (1 ml) were added pyridine (23 ml, 0.278 mmol) and trifluoroacetic anhydride (20 ml, 0.139 mmol) at room temperature. After stirring at room temperature for 1 h, the mixture was diluted with ethyl acetate (20 ml), washed with sat. NaHCO3 (10 ml ×2), dried over Na2SO4, and concentrated in vacuo to give a brown syrup. This was purified by preparative TLC [acetone/hexane (1/4, ... Reactants: OC[C@@H]1NC(OC1)=O ((4S)-4-(Hydroxymethyl)-1,3-oxazolidin-2-one), C1(=CC=C(C=C1)S(=O)(=O)Cl)C (p-toluene sulfonylchloride). The reagents and catalysts are CN(C1=CC=NC=C1)C (4-dimethylamino pyridine). Run in ClCCl (dichloromethane). Product: CC1=CC=C(C=C1)S(=O)(=O)OC[C@@H]1NC(OC1)=O ([(4R)-2-oxo-1,3-oxazolidin-4-yl]methyl 4-methylbenzenesulfonate). RXN SMILES: [OH:1][CH2:2][C@H:3]1[CH2:7][O:6][C:5](=[O:8])[NH:4]1.[C:9]1([CH3:19])[CH:14]=[CH:13][C:12]([S:15](Cl)(=[O:17])=[O:16])=[CH:11][CH:10]=1>ClCCl.CN(C)C1C=CN=CC=1>[CH3:19][C:9]1[CH:14]=[CH:13][C:12]([S:15]([O:1][CH2:2][C@H:3]2[CH2:7][O:6][C:5](=[O:8])[NH:4]2)(=[O:17])=[O:16])=[CH:11][CH:10]=1. Procedure: To a stirred solution of Intermediate 98 (11.0 g, 94.0 mmol) in dichloromethane (250 mL), 4-dimethylamino pyridine (22.94 g, 188.0 mmol) and p-toluene sulfonylchloride (26.88 g, 141.0 mmol) were added at 0° C. and it was stirred for an hour before bringing to the room temperature, and the reaction was stirred for an hour. The reaction mixture was washed with 1.5N hydrochloric acid (50 mL), water (50 mL), saturated sodium bicarbonate (50 mL) and finally with brine. The organic layer was dried ove... The reactants are ClC1=NC2=CC=CC=C2C=C1C(=O)O (2-chloroquinoline-3-carboxylic acid), N[C@H](CC1=CC=CC=C1)C(=O)O (D-phenylalanine). Product: C(=O)(O)[C@@H](CC1=CC=CC=C1)NC1=NC2=CC=CC=C2C=C1C(=O)O (2-((R)-1-Carboxy-2-phenyl-ethylamino)-quinoline-3-carboxylic acid). As a reaction SMILES: Cl[C:2]1[C:11]([C:12]([OH:14])=[O:13])=[CH:10][C:9]2[C:4](=[CH:5][CH:6]=[CH:7][CH:8]=2)[N:3]=1.[NH2:15][C@@H:16]([C:24]([OH:26])=[O:25])[CH2:17][C:18]1[CH:23]=[CH:22][CH:21]=[CH:20][CH:19]=1>>[C:24]([C@H:16]([NH:15][C:2]1[C:11]([C:12]([OH:14])=[O:13])=[CH:10][C:9]2[C:4](=[CH:5][CH:6]=[CH:7][CH:8]=2)[N:3]=1)[CH2:17][C:18]1[CH:23]=[CH:22][CH:21]=[CH:20][CH:19]=1)([OH:26])=[O:25]. Procedure details: In close analogy to the procedure described in Example 1, 2-chloroquinoline-3-carboxylic acid is reacted with D-phenylalanine to provide the title compound in moderate yield. Reactants: [H][H] (hydrogen), FC1=CC2=C(C(=NO2)C2CCN(CC2)C(CNC2=C(C(N(N=C2)C)=O)Cl)C)C=C1 (5-{2-[4-(6-fluoro-1,2-benzisoxazole-3-yl)-piperidine-1-yl]-propylamino}-4-chloro2-methyl-2H-pyridazine-3-one), solvent, CO (methanol), [OH-].[Na+] (sodium hydroxide). The reagents and catalysts are [Pd] (palladium/charcoal). The solvent is O (water). Reaction conditions: time 5 minute. Product: FC1=CC(=C(C=C1)C(=O)C1CCN(CC1)C(CNC1=CC(N(N=C1)C)=O)C)O (5-{2-[4-[1-(4-fluoro-2-hydroxy-phenyl)-methanoyl]-piperidine-1-yl]-propylamino}-2-methyl-2H-pyridazine-3-one). Yield: 73.8%. Reaction SMILES: [F:1][C:2]1[CH:29]=[CH:28][C:5]2[C:6]([CH:9]3[CH2:14][CH2:13][N:12]([CH:15]([CH3:27])[CH2:16][NH:17][C:18]4[CH:23]=[N:22][N:21]([CH3:24])[C:20](=[O:25])[C:19]=4Cl)[CH2:11][CH2:10]3)=N[O:8][C:4]=2[CH:3]=1.C[OH:31].[OH-].[Na+].[H][H]>[Pd].O>[F:1][C:2]1[CH:29]=[CH:28][C:5]([C:6]([CH:9]2[CH2:14][CH2:13][N:12]([CH:15]([CH3:27])[CH2:16][NH:17][C:18]3[CH:23]=[N:22][N:21]([CH3:24])[C:20](=[O:25])[CH:19]=3)[CH2:11][CH2:10]2)=[O:31])=[C:4]([OH:8])[CH:3]=1 |f:2.3|. Reported procedure: Into a pressure-tight hydrogenating apparatus 1.64 g (0.0039 mole) of 5-{2-[4-(6-fluoro-1,2-benzisoxazole-3-yl)-piperidine-1-yl]-propylamino}-4-chloro2-methyl-2H-pyridazine-3-one, 150 ml of a solvent mixture (9:1 mixture of methanol and distilled water), 0.18 g (0.0456 mole) of sodium hydroxide and 3.2 g of a palladium/charcoal catalyst (composition: 8% of palladium, 28% of carbon and 64% of water) are weighed in. The reaction mixture is stirred at a hydrogen pressure of 10 atm. for 24 hours. Th...